From a dataset of the Open Reaction Database (ORD), a public repository of structured organic reaction records. describe an organic reaction: reactants, conditions, products, and yield Starting materials: BrCCCC#N (4-bromobutyronitrile), S1C(=CC=C1)CC(=O)O (Thiolacetic acid), C([O-])([O-])=O.[K+].[K+] (potassium carbonate), C(C)O (Ethanol). Solvent: O (water). Conditions: time 16 hour. Yields the product SCC(=O)CCCC#N (4-mercaptoacetyl butyronitrile). RXN SMILES: [S:1]1C=CC=[C:2]1CC(O)=O.[C:10](=[O:13])([O-])[O-].[K+].[K+].C(O)C.Br[CH2:20][CH2:21][CH2:22][C:23]#[N:24]>O>[SH:1][CH2:2][C:10]([CH2:20][CH2:21][CH2:22][C:23]#[N:24])=[O:13] |f:1.2.3|. Procedure details: Thiolacetic acid (49 mL, 0.69 mol) is added to potassium carbonate (93.4 g, 0.68 mol) dissolved in water (150 mL). Ethanol (260 mL) is added and then 4-bromobutyronitrile is added at 15° to 28° C. and the reaction mixture stirred at room temperature for 16 hours. The resulting inorganic solids are filtered off and the filtrate extracted with toluene. The organic layer is separated, dried over anhydrous Na2SO4 and concentrated to give the desired 4-mercaptoacetyl butyronitrile as a yellow oil.